The task is: describe an organic reaction: reactants, conditions, products, and yield. This data is from the Open Reaction Database (ORD), a public repository of structured organic reaction records. Starting materials: Cl.Cl.C(CCC)C=1N=NC(=CC1C1=CC=C(C=C1)OC1CCCCC1)OC1CCNCC1 (3-butyl-4-(4-cyclohexyloxy-phenyl)-6-(piperidin-4-yloxy)-pyridazine dihydrochloride), C(C=C)(=O)OCC (ethyl acrylate), CCN(C(C)C)C(C)C (DIEA), Cl (HCl). Yields the product Cl.Cl.C(C)OC(CCN1CCC(CC1)OC=1N=NC(=C(C1)C1=CC=C(C=C1)OC1CCCCC1)CCCC)=O (3-{4-[6-Butyl-5-(4-cyclohexyloxy-phenyl)-pyridazin-3-yloxy]-piperidin-1-yl}-propionic acid ethyl ester dihydrochloride). Reaction conditions: time 10 minute. Isolated yield 135.9%. The solvent is C(Cl)Cl (DCM), CCOCC (ether), C(Cl)Cl (DCM). As a reaction SMILES: [ClH:1].Cl.[CH2:3]([C:7]1[N:8]=[N:9][C:10]([O:26][CH:27]2[CH2:32][CH2:31][NH:30][CH2:29][CH2:28]2)=[CH:11][C:12]=1[C:13]1[CH:18]=[CH:17][C:16]([O:19][CH:20]2[CH2:25][CH2:24][CH2:23][CH2:22][CH2:21]2)=[CH:15][CH:14]=1)[CH2:4][CH2:5][CH3:6].[C:33]([O:37][CH2:38][CH3:39])(=[O:36])[CH:34]=[CH2:35].CCN(C(C)C)C(C)C.Cl>C(Cl)Cl.CCOCC>[ClH:1].[ClH:1].[CH2:38]([O:37][C:33](=[O:36])[CH2:34][CH2:35][N:30]1[CH2:31][CH2:32][CH:27]([O:26][C:10]2[N:9]=[N:8][C:7]([CH2:3][CH2:4][CH2:5][CH3:6])=[C:12]([C:13]3[CH:14]=[CH:15][C:16]([O:19][CH:20]4[CH2:25][CH2:24][CH2:23][CH2:22][CH2:21]4)=[CH:17][CH:18]=3)[CH:11]=2)[CH2:28][CH2:29]1)[CH3:39] |f:0.1.2,8.9.10|. Procedure details: To a solution of 3-butyl-4-(4-cyclohexyloxy-phenyl)-6-(piperidin-4-yloxy)-pyridazine dihydrochloride (Example 14, 2.0 mmol, 965 mg) in DCM (5 mL) was added ethyl acrylate (6.0 mmol, 0.66 mL), and DIEA (6.0 mmol, 1.05 mL). The mixture was stirred at room temperature over night then condensed. The residue was purified by silica gel chromatography (DCM to DCM+10% 2N NH3 in MeOH) to give a colorless sticky solid, which was dissolved in DCM (2.0 mL), 2N HCl in ether (2.0 mL) was added, kept at room t... Reactants: CN1C(N(CC1C(=O)O)C=1C=NC=CC1)=O (3-methyl-2-oxo-1-(3-pyridinyl)-4-imidazolidinecarboxylic acid), O.ON1N=NC2=C1C=CC=C2 (1-hydroxybenzotriazole hydrate), Cl.C(C)N=C=NCCCN(C)C (1-ethyl-3-(3-dimethylaminopropyl)carbodiimide hydrochloride), C(C)N1CCOCC1 (N-ethyl morpholine), ClC1=C(C=CC=C1C(F)(F)F)CN ({[2-chloro-3-(trifluoromethyl)phenyl]methyl}amine). Solvent: CO (methanol), ClCCl (dichloromethane), ClCCl (dichloromethane). Run at time 10 minute. The product is ClC1=C(C=CC=C1C(F)(F)F)CNC(=O)C1N(C(N(C1)C=1C=NC=CC1)=O)C (N-{[2-Chloro-3-(trifluoromethyl)phenyl]methyl}-3-methyl-2-oxo-1-(3-pyridinyl)-4-imidazolidinecarboxamide). Isolated yield 8.2%. As a reaction SMILES: [CH3:1][N:2]1[CH:6]([C:7]([OH:9])=O)[CH2:5][N:4]([C:10]2[CH:11]=[N:12][CH:13]=[CH:14][CH:15]=2)[C:3]1=[O:16].O.ON1C2C=CC=CC=2N=N1.Cl.C(N=C=NCCCN(C)C)C.C(N1CCOCC1)C.[Cl:48][C:49]1[C:54]([C:55]([F:58])([F:57])[F:56])=[CH:53][CH:52]=[CH:51][C:50]=1[CH2:59][NH2:60]>ClCCl.CO>[Cl:48][C:49]1[C:54]([C:55]([F:57])([F:58])[F:56])=[CH:53][CH:52]=[CH:51][C:50]=1[CH2:59][NH:60][C:7]([CH:6]1[CH2:5][N:4]([C:10]2[CH:11]=[N:12][CH:13]=[CH:14][CH:15]=2)[C:3](=[O:16])[N:2]1[CH3:1])=[O:9] |f:1.2,3.4|. Procedure details: A mixture of crude 3-methyl-2-oxo-1-(3-pyridinyl)-4-imidazolidinecarboxylic acid (0.8 mmol), 1-hydroxybenzotriazole hydrate (147 mg, 0.96 mmol), 1-ethyl-3-(3-dimethylaminopropyl)carbodiimide hydrochloride (184 mg, 0.96 mmol), and N-ethyl morpholine (0.307 ml, 2.4 mmol) in dichloromethane (15 ml) was stirred at room temperature for 10 minutes. A solution of {[2-chloro-3-(trifluoromethyl)phenyl]methyl}amine (168 mg, 0.8 mmol) in dichloromethane (1 ml) was added and the reaction stirred at room tem... The reactants are BrC1=CC=C2C=3C(C4=C(C(C3NC2=C1)(C)C)C=C(C=C4)OC4CCN(CC4)C(C(F)(F)F)=O)=O (3-Bromo-6,6-dimethyl-8-[1-(2,2,2-trifluoro-acetyl)-piperidin-4-yloxy]-5,6-dihydro-benzo[b]carbazol-11-one), O (water), [OH-].[K+] (potassium hydroxide). Solvent: C1CCOC1 (THF), CO (methanol). Reaction conditions: time 1 hour. Product: BrC1=CC=C2C=3C(C4=C(C(C3NC2=C1)(C)C)C=C(C=C4)OC4CCNCC4)=O (3-bromo-6,6-dimethyl-8-(piperidin-4-yloxy)-5,6-dihydro-benzo[b]carbazol-11-one), crude product. As a reaction SMILES: [Br:1][C:2]1[CH:14]=[C:13]2[C:5]([C:6]3[C:7](=[O:34])[C:8]4[CH:20]=[CH:19][C:18]([O:21][CH:22]5[CH2:27][CH2:26][N:25](C(=O)C(F)(F)F)[CH2:24][CH2:23]5)=[CH:17][C:9]=4[C:10]([CH3:16])([CH3:15])[C:11]=3[NH:12]2)=[CH:4][CH:3]=1.[OH-].[K+].O>C1COCC1.CO>[Br:1][C:2]1[CH:14]=[C:13]2[C:5]([C:6]3[C:7](=[O:34])[C:8]4[CH:20]=[CH:19][C:18]([O:21][CH:22]5[CH2:27][CH2:26][NH:25][CH2:24][CH2:23]5)=[CH:17][C:9]=4[C:10]([CH3:16])([CH3:15])[C:11]=3[NH:12]2)=[CH:4][CH:3]=1 |f:1.2|. Procedure: 3-Bromo-6,6-dimethyl-8-[1-(2,2,2-trifluoro-acetyl)-piperidin-4-yloxy]-5,6-dihydro-benzo[b]carbazol-11-one (Compound T6-1, 28.0 mg, 52.3 μmol) was dissolved in THF (1.00 mL) and methanol (0.50 mL), added with aqueous solution of potassium hydroxide (1.00 mL, 20 wt %), and stirred at room temperature for 1 hr. The reaction solution was added to water, and extracted with mixture solution of chloroform and methanol, and dried over sodium sulfate. Then, after filtering and concentration under reduced...